From a dataset of the Open Reaction Database (ORD), a public repository of structured organic reaction records. describe an organic reaction: reactants, conditions, products, and yield RXN SMILES: [Br:1][c:2]1[cH:3][c:4](-[c:25]2[c:26]([O:31][CH3:32])[cH:27][cH:28][cH:29][cH:30]2)[n:5]2[n:6][c:7]([NH:11][c:12]3[cH:13][cH:14][c:15]([N:18]4[CH2:19][CH2:20][N:21]([CH3:24])[CH2:22][CH2:23]4)[cH:16][cH:17]3)[n:8][cH:9][c:10]12.[C:38](=[O:39])([O-:40])[O-:41].[CH3:44][N:45]([CH3:46])[CH:47]=[O:48].[CH:33](=[CH2:34])[B:35]([OH:36])[OH:37].[K+:42].[K+:43].[cH:49]1[cH:50][cH:51][c:52]([P:53]([Pd:54]([P:55]([c:56]2[cH:57][cH:58][cH:59][cH:60][cH:61]2)([c:62]2[cH:63][cH:64][cH:65][cH:66][cH:67]2)[c:68]2[cH:69][cH:70][cH:71][cH:72][cH:73]2)([P:74]([c:75]2[cH:76][cH:77][cH:78][cH:79][cH:80]2)([c:81]2[cH:82][cH:83][cH:84][cH:85][cH:86]2)[c:87]2[cH:88][cH:89][cH:90][cH:91][cH:92]2)[P:93]([c:94]2[cH:95][cH:96][cH:97][cH:98][cH:99]2)([c:100]2[cH:101][cH:102][cH:103][cH:104][cH:105]2)[c:106]2[cH:107][cH:108][cH:109][cH:110][cH:111]2)([c:112]2[cH:113][cH:114][cH:115][cH:116][cH:117]2)[c:118]2[cH:119][cH:120][cH:121][cH:122][cH:123]2)[cH:124][cH:125]1>>[c:2]1([CH:33]=[CH2:34])[cH:3][c:4](-[c:25]2[c:26]([O:31][CH3:32])[cH:27][cH:28][cH:29][cH:30]2)[n:5]2[n:6][c:7]([NH:11][c:12]3[cH:13][cH:14][c:15]([N:18]4[CH2:19][CH2:20][N:21]([CH3:24])[CH2:22][CH2:23]4)[cH:16][cH:17]3)[n:8][cH:9][c:10]12. Product: C=Cc1cc(-c2ccccc2OC)n2nc(Nc3ccc(N4CCN(C)CC4)cc3)ncc12. The reactants are COc1ccccc1-c1cc(Br)c2cnc(Nc3ccc(N4CCN(C)CC4)cc3)nn12, O=C([O-])[O-], CN(C)C=O, C=CB(O)O, [K+], [K+], c1ccc(P(c2ccccc2)(c2ccccc2)[Pd](P(c2ccccc2)(c2ccccc2)c2ccccc2)(P(c2ccccc2)(c2ccccc2)c2ccccc2)P(c2ccccc2)(c2ccccc2)c2ccccc2)cc1. Starting materials: FC1=C(C(=O)Cl)C(=CC(=C1)F)F (2,4,6-trifluorobenzoyl chloride), CN(C1CC=C(CC1)C=1C=C(C=CC1)N)C (3-(4-dimethylamino-cyclohex-1-enyl)-phenylamine). The product is Cl.CN(C1CC=C(CC1)C=1C=C(C=CC1)NC(C1=C(C=C(C=C1F)F)F)=O)C (N-(3-(4-Dimethylamino-cyclohex-1-enyl)-phenyl)-2,4,6-trifluoro-benzamide hydrochloride salt). The yield is 80.4%. As a reaction SMILES: [F:1][C:2]1[CH:10]=[C:9]([F:11])[CH:8]=[C:7]([F:12])[C:3]=1[C:4]([Cl:6])=[O:5].[CH3:13][N:14]([CH3:28])[CH:15]1[CH2:20][CH2:19][C:18]([C:21]2[CH:22]=[C:23]([NH2:27])[CH:24]=[CH:25][CH:26]=2)=[CH:17][CH2:16]1>>[ClH:6].[CH3:13][N:14]([CH3:28])[CH:15]1[CH2:20][CH2:19][C:18]([C:21]2[CH:22]=[C:23]([NH:27][C:4](=[O:5])[C:3]3[C:2]([F:1])=[CH:10][C:9]([F:11])=[CH:8][C:7]=3[F:12])[CH:24]=[CH:25][CH:26]=2)=[CH:17][CH2:16]1 |f:2.3|. Procedure: Using a method similar to example 1, using 2,4,6-trifluorobenzoyl chloride (127 mg, 0.655 mmol) and 3-(4-dimethylamino-cyclohex-1-enyl)-phenylamine (preparation 2, 118 mg, 0.545 mmol) provides the title compound (free base, 180 mg, 88%). Free base: MS (ES): m/z=375.2 (M+H)+; 1H NMR (CDCl3): δ 7.78 (s, br, 1H), 7.67 (s, 1H), 7.48 (d, 1H), 7.32 (t, 1H), 7.22 (d, 1H), 6.78 (m, 2H), 6.12 (m, 1H), 2.50 (m, 4H), 2.37 (s, 6H), 2.15 (m, 2H), 1.57 (m, 1H). Hydrochloride salt: Anal. cal'd for C21H21F3N2O.... Starting materials: [N+](=O)([O-])C=1C=CC2=C(N=C(S2)C2=CC=CC=C2)C1CC#N ((5-nitro-2-phenyl-benzothiazole-4-yl)-acetonitrile), crude acid, [N+](=O)([O-])C=1C=CC2=C(N=C(S2)C2=CC=CC=C2)C1CC#N ((5-nitro-2-phenyl-benzothiazole-4-yl)-acetonitrile), OS(=O)(=O)O.O (H2SO4 H2O). Reagents/catalysts: [Zn] (zinc). Solvent: C(C)(=O)O (acetic acid), O (water). Run at temperature 100 celsius, time 30 minute. Product: C1(=CC=CC=C1)C=1SC=2C(=C3CC(NC3=CC2)=O)N1 (2-phenyl-6,8-dihydro-thiazolo[4,5-e]indol-7-one). RXN SMILES: [N+]([C:4]1[CH:5]=[CH:6][C:7]2[S:11][C:10]([C:12]3[CH:17]=[CH:16][CH:15]=[CH:14][CH:13]=3)=[N:9][C:8]=2[C:18]=1[CH2:19][C:20]#[N:21])([O-])=O.[OH:22]S(O)(=O)=O.O>O.C(O)(=O)C.[Zn]>[C:12]1([C:10]2[S:11][C:7]3[C:8]([N:9]=2)=[C:18]2[C:4](=[CH:5][CH:6]=3)[NH:21][C:20](=[O:22])[CH2:19]2)[CH:13]=[CH:14][CH:15]=[CH:16][CH:17]=1 |f:1.2|. Procedure details: A solution of (5-nitro-2-phenyl-benzothiazole-4-yl)-acetonitrile (204.2 mg 0.692 mmol) (Starting Material 6) was suspended in concentrated H2SO4/H2O (1/1, 3 mL)) and stirred at 100° C. for 30 min. The resulting solution was diluted with water and extracted with ethyl acetate, and the combined organic extracts were dried over anhydrous magnesium sulfate and concentrated in vacuo to give the crude acid. To a solution of the crude acid in acetic acid (5 mL) heated at reflux was added excess zinc du... Starting materials: Cl.ClCCN (2-Chloroethylamine hydrochloride), C1(CC1)C1=NNC(=C1OC=1C=C(C=C(C#N)C1)C#N)C1CC1 (5-[(3,5-Dicyclopropyl-1H-pyrazol-4-yl)oxy]isophthalonitrile). Product: N (ammonia), NCCN1N=C(C(=C1C1CC1)OC=1C=C(C=C(C#N)C1)C#N)C1CC1 (5-{[1-(2-Aminoethyl)-3,5-dicyclopropyl-1H-pyrazol-4-yl]oxy}isophthalonitrile). Yield: 3.3%. Reaction SMILES: Cl.Cl[CH2:3][CH2:4][NH2:5].[CH:6]1([C:9]2[C:13]([O:14][C:15]3[CH:16]=[C:17]([C:23]#[N:24])[CH:18]=[C:19]([CH:22]=3)[C:20]#[N:21])=[C:12]([CH:25]3[CH2:27][CH2:26]3)[NH:11][N:10]=2)[CH2:8][CH2:7]1>>[NH3:5].[NH2:5][CH2:4][CH2:3][N:10]1[C:9]([CH:6]2[CH2:8][CH2:7]2)=[C:13]([O:14][C:15]2[CH:22]=[C:19]([C:20]#[N:21])[CH:18]=[C:17]([CH:16]=2)[C:23]#[N:24])[C:12]([CH:25]2[CH2:27][CH2:26]2)=[N:11]1 |f:0.1|. Reported procedure: 2-Chloroethylamine hydrochloride (192 mg, 1.65 mmol) and the pyrazole from Example 189 (440 mg, 1.50 mmol) were heated as a melt at 160° C. for 18 hours and the residue was partitioned between dichloromethane (25 ml) and 10% aqueous potassium carbonate solution (25 ml). The organic phase was dried over magnesium sulphate, concentrated under reduced pressure and the residue was purified by flash chromatography on silica gel eluting with dichloromethane:methanol:0.88 ammonia (95:5:0 changing to 95...